This data is from the Open Reaction Database (ORD), a public repository of structured organic reaction records. The task is: describe an organic reaction: reactants, conditions, products, and yield Reactants: B(F)(F)F.CCOCC (boron trifluoride etherate), N12CC(C(CC1)CC2)=O (3-quinuclidinone). The solvent is C(C)OCC (diethyl ether), CCCCCC (n-hexane). The product is N12CC(C(CC1)CC2)=O.B(F)(F)F (3-quinuclidinone boron trifluoride). Yield: 101.2%. Reaction SMILES: [B:1]([F:4])([F:3])[F:2].CCOCC.[N:10]12[CH2:17][CH2:16][CH:13]([CH2:14][CH2:15]1)[C:12](=[O:18])[CH2:11]2>C(OCC)C.CCCCCC>[N:10]12[CH2:17][CH2:16][CH:13]([CH2:14][CH2:15]1)[C:12](=[O:18])[CH2:11]2.[B:1]([F:4])([F:3])[F:2] |f:0.1,5.6|. Procedure: 36.5 g (257 mmol) of boron trifluoride etherate was added dropwise over 40 minutes to 33.2 g (266 mmol) of 3-quinuclidinone in 100 ml of diethyl ether and 250 ml of n-hexane. The solid which precipitated out was filtered off on a frit after 1 hour and dried to give 50.2 g (98 percent) of 3-quinuclidinone/boron trifluoride adduct in the form of a white powder. NMR data for the product: The spectra were run in d4 -methanol. The reversible addition of a solvent molecule onto the carbonylgroup resul... The solvent is CC1=CC=CC=C1. Starting materials: CN(C)CCN, COC1=C(C=CC(=C1)I)Br. Procedure: A solution of 1-bromo-4-iodo-2-methoxybenzene (0.63 g, 2.01 mmol) dissolved in toluene (15.73 ml) was treated with N1,N1-dimethylethane-1,2-diamine (0.177 g, 2.01 mmol), SODIUM TERT-BUTOXIDE (0.232 g, 2.42 mmol), XANTPHOS (0.116 g, 0.20 mmol) and TRIS(DIBENZYLIDENEACETONE)DIPALLADIUM(0) (0.046 g, 0.05 mmol) under nitrogen. The resulting mixture was stirred at 80 °C in a sealed tube for 2 hours. The reaction mixture was diluted with water (200 mL), and extracted with ethyl acetate (200 mL). The o... Yields the product CN(C)CCNC1=CC(=C(C=C1)Br)OC. Reaction conditions: temperature 80 celsius. The reagents and catalysts are CC(C)(C)[O-].[Na+], CC1(C2=C(C(=CC=C2)P(C3=CC=CC=C3)C4=CC=CC=C4)OC5=C1C=CC=C5P(C6=CC=CC=C6)C7=CC=CC=C7)C, C1=CC=C(C=C1)/C=C/C(=O)/C=C/C2=CC=CC=C2.C1=CC=C(C=C1)/C=C/C(=O)/C=C/C2=CC=CC=C2.C1=CC=C(C=C1)/C=C/C(=O)/C=C/C2=CC=CC=C2.[Pd].[Pd]. Yield: 45.6%.